Dataset: the Open Reaction Database (ORD), a public repository of structured organic reaction records. Task: describe an organic reaction: reactants, conditions, products, and yield The reactants are ClCCOC1=CC=C(C=C1)/C(=C(/CC)\C1=CC=CC=C1)/C1=CC=C(C=C1)I (E-1-[4-(2-chloroethoxy)phenyl]-1-(4-iodophenyl)-2-phenyl-1-butene), C(C)NCC (diethylamine). Solvent: C(C)O (ethanol). Conditions: time 20 hour. Product: CC/C(=C(\C1=CC=C(C=C1)OCCN(C)C)/C2=CC=C(C=C2)I)/C3=CC=CC=C3 (4-iodotamoxifen). Reaction SMILES: Cl[CH2:2][CH2:3][O:4][C:5]1[CH:10]=[CH:9][C:8](/[C:11](/[C:21]2[CH:26]=[CH:25][C:24]([I:27])=[CH:23][CH:22]=2)=[C:12](\[C:15]2[CH:20]=[CH:19][CH:18]=[CH:17][CH:16]=2)/[CH2:13][CH3:14])=[CH:7][CH:6]=1.[CH2:28]([NH:30][CH2:31]C)C>C(O)C>[CH3:14][CH2:13]/[C:12](/[C:15]1[CH:20]=[CH:19][CH:18]=[CH:17][CH:16]=1)=[C:11](/[C:21]1[CH:26]=[CH:25][C:24]([I:27])=[CH:23][CH:22]=1)\[C:8]1[CH:9]=[CH:10][C:5]([O:4][CH2:3][CH2:2][N:30]([CH3:31])[CH3:28])=[CH:6][CH:7]=1. Procedure: A solution of E-1-[4-(2-chloroethoxy)phenyl]-1-(4-iodophenyl)-2-phenyl-1-butene (3.05 g) in 33% diethylamine in ethanol (60 ml) was boiled under reflux for 20 hours. The mixture was concentrated, a procedure made necessary only because of escape of the gaseous dimethylamine under these conditions, further 33% dimethylamine solution (60 ml) was added and reflux was continued for a further 20 hours. The mixture was again concentrated and the residue partitioned between ether (50 ml) and aqueous so... The reactants are C(C1=CC=CC=C1)N1CCC2=C(CC1)C(=NC(=N2)CC2=CC(=CC=C2)Cl)Cl (7-Benzyl-4-chloro-2-(3-chlorobenzyl)-6,7,8,9-tetrahydro-5H-pyrimido[4,5-d]azepine), N (ammonia). Reagents/catalysts: [Zn] (Zinc). The solvent is O1CCCC1 (tetrahydrofuran). Product: C(C1=CC=CC=C1)N1CCC2=C(CC1)C=NC(=N2)CC2=CC(=CC=C2)Cl (7-Benzyl-2-(3-chlorobenzyl)-6,7,8,9-tetrahydro-5H-pyrimido[4,5-d]azepine). The yield is 66.9%. RXN SMILES: [CH2:1]([N:8]1[CH2:14][CH2:13][C:12]2[C:15](Cl)=[N:16][C:17]([CH2:19][C:20]3[CH:25]=[CH:24][CH:23]=[C:22]([Cl:26])[CH:21]=3)=[N:18][C:11]=2[CH2:10][CH2:9]1)[C:2]1[CH:7]=[CH:6][CH:5]=[CH:4][CH:3]=1.N>O1CCCC1.[Zn]>[CH2:1]([N:8]1[CH2:14][CH2:13][C:12]2[CH:15]=[N:16][C:17]([CH2:19][C:20]3[CH:25]=[CH:24][CH:23]=[C:22]([Cl:26])[CH:21]=3)=[N:18][C:11]=2[CH2:10][CH2:9]1)[C:2]1[CH:7]=[CH:6][CH:5]=[CH:4][CH:3]=1. Procedure: Zinc dust (943 mg, 14.4 mmol) was added to a mixture of the product from Step B (221 mg, 0.56 mmol) and 0.880 ammonia (20 ml) in tetrahydrofuran (5 ml). This was heated to reflux for 5 h. The reaction mixture was filtered then filtrate was extracted with ethyl acetate (15 ml). The organic phase was dried over magnesium sulphate and concentrated in vacuo. The residue was purified by column chromatography on a silica cartridge, eluting with DCM:MeOH (100:0 to 95:5), to afford the title compound as... The reactants are C(C)(=O)NC1(CCCC1)CC(=O)O ((1-acetylamino-cyclopentyl)-acetic acid), NC1(CCCC1)CC(=O)O ((1-amino-cyclopentyl)-acetic acid), CC#N.O (CH3CN H2O), CC#N.O (CH3CN H2O), CC#N (CH3CN). Solvent: O (H2O). Product: C(C(C)C)(=O)NC1(CCCC1)CC(=O)O ((1-Isobutyrylamino-cyclopentyl)-acetic acid). As a reaction SMILES: C(N[C:5]1([CH2:10][C:11]([OH:13])=O)CCCC1)(=O)C.[NH2:14][C:15]1([CH2:20][C:21]([OH:23])=[O:22])[CH2:19][CH2:18][CH2:17][CH2:16]1.[CH3:24]C#N.O.CC#N>O>[C:11]([NH:14][C:15]1([CH2:20][C:21]([OH:23])=[O:22])[CH2:19][CH2:18][CH2:17][CH2:16]1)(=[O:13])[CH:10]([CH3:5])[CH3:24] |f:2.3|. Reported procedure: The title compound is prepared analogously as described for (1-acetylamino-cyclopentyl)-acetic acid from (1-amino-cyclopentyl)-acetic acid. MS (LC-MS): [M+H]+=214.2. tR (HPLC, Waters Symmetry C18 column, 20-95% CH3CN/H2O/3.5 min, 95% CH3CN/H2O, 2 min, CH3CN and H2O containing 0.1% TFA, flow: 0.6 mL/min): 3.08 min. The reactants are ClC=1C=CC2=C(CCO2)C1N1C[C@H](CC1)NC(C)=O ((S)-N-[N-(5-Chloro-2,3-Dihydrobenzofuran-4-yl)-Pyrrolidin-3-yl]Acetamide), O1CCC2=C1C=CC=C2N2C[C@H](CC2)N ((S)-N-(2,3-dihydrobenzofuran-4-yl)-3-(amino)pyrrolidine), ClN1C(CCC1=O)=O (N-chlorosuccinimide). Product: ClC=1C=C(C2=C(CCO2)C1N1C[C@H](CC1)NC(C)=O)Cl ((S)-N-[N-(5,7-Dichloro-2,3-Dihydrobenzofuran-4-yl)-Pyrrolidin-3-yl]Acetamide). As a reaction SMILES: [Cl:1][C:2]1[CH:3]=[CH:4][C:5]2[O:9][CH2:8][CH2:7][C:6]=2[C:10]=1[N:11]1[CH2:15][CH2:14][C@H:13]([NH:16][C:17](=[O:19])[CH3:18])[CH2:12]1.O1C2C=CC=C(N3CC[C@H](N)C3)C=2CC1.[Cl:35]N1C(=O)CCC1=O>>[Cl:1][C:2]1[CH:3]=[C:4]([Cl:35])[C:5]2[O:9][CH2:8][CH2:7][C:6]=2[C:10]=1[N:11]1[CH2:15][CH2:14][C@H:13]([NH:16][C:17](=[O:19])[CH3:18])[CH2:12]1. Reported procedure: The crude product isolated in Example 34 from the reaction of (S)-N-(2,3-dihydrobenzofuran-4-yl)-3-(amino)pyrrolidine (0.1 mmol) and N-chlorosuccinimide (0.11 mmol) was purified by preparative HPLC and the minor product of the reaction was isolated to yield the title compound. The reactants are C[C@]12CC[C@H]3[C@H]([C@@H]1CCC2=O)C(=O)C=C4[C@@]3(CC[C@@H](C4)O)C (7-oxo DHEA), C1(=CC=C(C=C1)S(=O)(=O)[O-])C.[NH+]1=CC=CC=C1 (Pyridinium toluene-p-sulfonate), O1CCCC=C1 (3,4-dihydro-2H-pyran). Conditions: time 2.5 hour. Yields the product O1C(CCCC1)O[C@@H]1CC2=CC([C@H]3[C@@H]4CCC([C@@]4(C)CC[C@@H]3[C@]2(CC1)C)=O)=O (3β-(2-tetrahydropyranoxy)androst-5-ene-7,17-dione). Reaction SMILES: [CH3:1][C@@:2]12[C:10](=[O:11])[CH2:9][CH2:8][C@H:7]1[C@@H:6]1[C:12]([CH:14]=[C:15]3[CH2:20][C@@H:19]([OH:21])[CH2:18][CH2:17][C@:16]3([CH3:22])[C@H:5]1[CH2:4][CH2:3]2)=[O:13].C1(C)C=CC(S([O-])(=O)=O)=CC=1.[NH+]1C=CC=CC=1.[O:40]1[CH:45]=[CH:44][CH2:43][CH2:42][CH2:41]1>>[O:40]1[CH2:45][CH2:44][CH2:43][CH2:42][CH:41]1[O:21][C@H:19]1[CH2:18][CH2:17][C@@:16]2([CH3:22])[C:15](=[CH:14][C:12](=[O:13])[C@@H:6]3[C@@H:5]2[CH2:4][CH2:3][C@@:2]2([CH3:1])[C@H:7]3[CH2:8][CH2:9][C:10]2=[O:11])[CH2:20]1 |f:1.2|. Procedure details: 3β-hydroxyandrost-5-ene-7,17-dione (2) (0.5 g, 1.65 mmol) was placed in a dried, argon-flushed flask where it was dissolved in dry dichloromethane (20.0 mL). Pyridinium toluene-p-sulfonate (0.043 g. 0.17 mmol) was added followed by 3,4-dihydro-2H-pyran (0.23 mL, 2.5 mmol) and the solution was stirred at room temperature, under an atmosphere of argon, for 2-3 h. The reaction was quenched by adding water and the product was extracted thrice with ether (3×20 mL). The combined ether extracts were wa... Starting materials: O=C(O)Cn1c[nH+]c2ccccc21, O=C([O-])C(F)(F)F, Nc1ccc(F)c(F)c1. The product is O=C(Cn1cnc2ccccc21)Nc1ccc(F)c(F)c1. RXN SMILES: [C:8](=[O:9])([OH:10])[CH2:11][n:12]1[cH:13][nH+:14][c:15]2[c:16]1[cH:17][cH:18][cH:19][cH:20]2.[F:1][C:2]([F:3])([F:4])[C:5]([O-:6])=[O:7].[F:21][c:22]1[cH:23][c:24]([NH2:25])[cH:26][cH:27][c:28]1[F:29]>>[C:8](=[O:10])([CH2:11][n:12]1[cH:13][n:14][c:15]2[c:16]1[cH:17][cH:18][cH:19][cH:20]2)[NH:25][c:24]1[cH:23][c:22]([F:21])[c:28]([F:29])[cH:27][cH:26]1. Starting materials: Cl (HCl), COC1=CC=C(C=C1)C(C1CCCC2=CC=CC=C12)C1=CC=C(C=C1)O ((4-methoxyphenyl)-(4-hydroxyphenyl)-1,2,3,4-tetrahydronaphth-1-yl-methane), C(=O)([O-])[O-].[K+].[K+] (K2CO3), Cl.ClCCN1CCCCC1 (1-(2-chloroethyl)piperidine hydrochloride). Run in CC(=O)C (acetone). The product is COC1=CC=C(C=C1)C(C1CCCC2=CC=CC=C12)C1=CC=C(C=C1)OCCN1CCCC1 ((4-Methoxyphenyl)-(4-pyrrolidinoethoxy-phenyl)-1,2,3,4-tetrahydro-naphth-1-yl-methane). Reaction SMILES: [CH3:1][O:2][C:3]1[CH:8]=[CH:7][C:6]([CH:9]([C:20]2[CH:25]=[CH:24][C:23]([OH:26])=[CH:22][CH:21]=2)[CH:10]2[C:19]3[C:14](=[CH:15][CH:16]=[CH:17][CH:18]=3)[CH2:13][CH2:12][CH2:11]2)=[CH:5][CH:4]=1.C([O-])([O-])=O.[K+].[K+].Cl.ClC[CH2:36][N:37]1[CH2:42][CH2:41][CH2:40][CH2:39][CH2:38]1.Cl>CC(C)=O>[CH3:1][O:2][C:3]1[CH:8]=[CH:7][C:6]([CH:9]([C:20]2[CH:21]=[CH:22][C:23]([O:26][CH2:41][CH2:42][N:37]3[CH2:36][CH2:40][CH2:39][CH2:38]3)=[CH:24][CH:25]=2)[CH:10]2[C:19]3[C:14](=[CH:15][CH:16]=[CH:17][CH:18]=3)[CH2:13][CH2:12][CH2:11]2)=[CH:5][CH:4]=1 |f:1.2.3,4.5|. Procedure: A mixture of (4-methoxyphenyl)-(4-hydroxyphenyl)-1,2,3,4-tetrahydronaphth-1-yl-methane (400 mg 0.0011 mol), anhydrous K2CO3 (2.0 gm, 0.014 mol), 1-(2-chloroethyl)piperidine hydrochloride (400 mg, 0.002) and dry acetone (25.0 ml) was refluxed for 10 hrs, K2CO3 was filtered off acetone was distilled off and residue was diluted with water. The reaction mixture was extracted with ethyl acetate, washed with water, dried over sodium sulphate and concentrated to give an oil which was filtered through b... The reactants are COCCOC, CC(C)c1ccc2cc(B(O)O)ccc2c1, CC(C)c1ccc(OS(=O)(=O)C(F)(F)F)c(C=O)c1, [Na+], [Na+], O=C([O-])[O-]. Yields the product CC(C)c1ccc(-c2ccc3cc(C(C)C)ccc3c2)c(C=O)c1. As a reaction SMILES: [CH2:42]([CH2:43][O:44][CH3:45])[O:46][CH3:47].[CH:20]([CH3:21])([CH3:22])[c:23]1[cH:24][c:25]2[cH:26][cH:27][c:28]([B:33]([OH:34])[OH:35])[cH:29][c:30]2[cH:31][cH:32]1.[F:1][C:2]([F:3])([F:4])[S:5]([O:6][c:7]1[c:8]([CH:16]=[O:17])[cH:9][c:10]([CH:13]([CH3:14])[CH3:15])[cH:11][cH:12]1)(=[O:18])=[O:19].[Na+:36].[Na+:37].[O-:38][C:39](=[O:40])[O-:41]>>[c:7]1(-[c:28]2[cH:27][cH:26][c:25]3[cH:24][c:23]([CH:20]([CH3:21])[CH3:22])[cH:32][cH:31][c:30]3[cH:29]2)[c:8]([CH:16]=[O:17])[cH:9][c:10]([CH:13]([CH3:14])[CH3:15])[cH:11][cH:12]1. The reactants are C(C)(C)N(C(C)C)CC (N,N-diisopropylethylamine), [Si](C)(C)(C(C)(C)C)Cl (tert-butyldimethylsilyl chloride), CN(C)C1=NC=CC=C1 (dimethylaminopyridine), [SiH4] (silane), FC1=CC(=C(C=C1F)O)OC (4,5-difluoro-2-methoxy-phenol). The solvent is C(Cl)Cl (methylene chloride). Run at time 90 minute. Product: C(C)(C)(C)[Si](C)(C)OC1=C(C=C(C(=C1)F)F)OC (tert-Butyl-(4,5-difluoro-2-methoxy-phenoxy)-dimethyl-silane). Reaction SMILES: [F:1][C:2]1[C:7]([F:8])=[CH:6][C:5]([OH:9])=[C:4]([O:10][CH3:11])[CH:3]=1.C(N(CC)C(C)C)(C)C.[Si:21](Cl)([C:24]([CH3:27])([CH3:26])[CH3:25])([CH3:23])[CH3:22].CN(C1C=CC=CN=1)C.[SiH4]>C(Cl)Cl>[C:24]([Si:21]([O:9][C:5]1[CH:6]=[C:7]([F:8])[C:2]([F:1])=[CH:3][C:4]=1[O:10][CH3:11])([CH3:23])[CH3:22])([CH3:27])([CH3:26])[CH3:25]. Procedure details: To a solution of 4,5-difluoro-2-methoxy-phenol (3.75 g, 23.42 mmol, Example 264) in methylene chloride (60 mL) cooled to 0° C. were added N,N-diisopropylethylamine (4.895 mL, 28.10 mmol), tert-butyldimethylsilyl chloride (4.367 g, 28.10 mmol, Aldrich), and dimethylaminopyridine (286 mg, 2.342 mmol, Aldrich). At the end of addition, the ice bath was removed and the reaction mixture was stirred at room temperature for 90 minutes. Water (30 mL) was added and the layers were separated. The aqueous l...